This data is from the Open Reaction Database (ORD), a public repository of structured organic reaction records. The task is: describe an organic reaction: reactants, conditions, products, and yield Reactants: CC1(C)C(C(=O)c2cn(CCOCc3ccccc3)c3ccccc23)C1(C)C, CCO. Yields the product CC1(C)C(C(=O)c2cn(CCO)c3ccccc23)C1(C)C. RXN SMILES: [CH2:1]([c:2]1[cH:3][cH:4][cH:5][cH:6][cH:7]1)[O:8][CH2:9][CH2:10][n:11]1[cH:12][c:13]([C:20](=[O:21])[CH:22]2[C:23]([CH3:27])([CH3:28])[C:24]2([CH3:25])[CH3:26])[c:14]2[cH:15][cH:16][cH:17][cH:18][c:19]12.[CH3:29][CH2:30][OH:31]>>[OH:8][CH2:9][CH2:10][n:11]1[cH:12][c:13]([C:20](=[O:21])[CH:22]2[C:23]([CH3:27])([CH3:28])[C:24]2([CH3:25])[CH3:26])[c:14]2[cH:15][cH:16][cH:17][cH:18][c:19]12. Reactants: NC=1C=NC2=CC(=CC=C2C1NNC(=O)OC(C)(C)C)Br (tert-butyl N′-(3-amino-7-bromoquinolin-4-yl)hydrazinecarboxylate), C(CCC)(OC)(OC)OC (trimethyl orthobutyrate). The reagents and catalysts are Cl.N1=CC=CC=C1 (pyridine hydrochloride). The solvent is C(Cl)(Cl)Cl (CHCl3), C1(=CC=CC=C1)C (toluene). Run at time 4 hour. Yields the product BrC=1C=CC=2C3=C(C=NC2C1)N=C(N3NC(OC(C)(C)C)=O)CCC (tert-butyl (7-bromo-2-propyl-1H-imidazo[4,5-c]quinolin-1-yl)carbamate). The yield is 70.7%. RXN SMILES: [NH2:1][C:2]1[CH:3]=[N:4][C:5]2[C:10]([C:11]=1[NH:12][NH:13][C:14]([O:16][C:17]([CH3:20])([CH3:19])[CH3:18])=[O:15])=[CH:9][CH:8]=[C:7]([Br:21])[CH:6]=2.[C:22](OC)(OC)(OC)[CH2:23][CH2:24][CH3:25]>C1(C)C=CC=CC=1.C(Cl)(Cl)Cl.Cl.N1C=CC=CC=1>[Br:21][C:7]1[CH:8]=[CH:9][C:10]2[C:11]3[N:12]([NH:13][C:14](=[O:15])[O:16][C:17]([CH3:18])([CH3:20])[CH3:19])[C:22]([CH2:23][CH2:24][CH3:25])=[N:1][C:2]=3[CH:3]=[N:4][C:5]=2[CH:6]=1 |f:4.5|. Procedure details: A solution of tert-butyl N′-(3-amino-7-bromoquinolin-4-yl)hydrazinecarboxylate (37.1 g, 105 mmol) in 315 mL of toluene was treated with trimethyl orthobutyrate (16.7 mL, 105 mmol) and pyridine hydrochloride (0.12 g, 1.05 mmol). The reaction mixture was heated to reflux under an atmosphere of nitrogen. After 4 h, the reaction mixture was cooled to ambient temperature and concentrated under reduced pressure to give a brown oil. The oil was dissolved in 300 mL of CHCl3. The solution was washed with...